Dataset: the Open Reaction Database (ORD), a public repository of structured organic reaction records. Task: describe an organic reaction: reactants, conditions, products, and yield Reactants: C(C)(C)(C)OC(=O)N1CCN(CC1)C=1C(N(N=C(C1C)C1=CC(=C(C=C1)C)F)CC(C)C)=O (4-(4-tert-butoxycarbonyl-1-piperazinyl)-methyl-6-(3-fluoro-4-methylphenyl)-2-isobutyl-2H-pyridazin-3-one), FC=1C=C(C=CC1OC)C=1C=C(C(N(N1)CCCC1=CC=C(C=C1)F)=O)COS(=O)(=O)C (6-(3-fluoro-4-methoxyphenyl)-2-[3-(4-fluorophenyl)propyl]-4-methanesulfonyloxymethyl-2H-pyridazin-3-one), CN1CCNCC1 (1-methylpiperazine). Product: FC=1C=C(C=CC1OC)C=1C=C(C(N(N1)CCCC1=CC=C(C=C1)F)=O)CN1CCN(CC1)C (6-(3-fluoro-4-methoxyphenyl)-2-[3-(4-fluorophenyl)propyl]-4-(4-methyl-1-piperazinyl)methyl-2H-pyridazin-3-one). Yield: 79.3%. As a reaction SMILES: C(O[C:6]([N:8]1[CH2:13][CH2:12][N:11](C2C(=O)N(CC(C)C)N=C(C3C=CC(C)=C(F)C=3)C=2C)[CH2:10][CH2:9]1)=O)(C)(C)C.[F:34][C:35]1[CH:36]=[C:37]([C:43]2[CH:44]=[C:45]([CH2:60]OS(C)(=O)=O)[C:46](=[O:59])[N:47]([CH2:49][CH2:50][CH2:51][C:52]3[CH:57]=[CH:56][C:55]([F:58])=[CH:54][CH:53]=3)[N:48]=2)[CH:38]=[CH:39][C:40]=1[O:41][CH3:42].CN1CCNCC1>>[F:34][C:35]1[CH:36]=[C:37]([C:43]2[CH:44]=[C:45]([CH2:60][N:11]3[CH2:12][CH2:13][N:8]([CH3:6])[CH2:9][CH2:10]3)[C:46](=[O:59])[N:47]([CH2:49][CH2:50][CH2:51][C:52]3[CH:57]=[CH:56][C:55]([F:58])=[CH:54][CH:53]=3)[N:48]=2)[CH:38]=[CH:39][C:40]=1[O:41][CH3:42]. Procedure details: Following the procedure of Example 1 (10), 6-(3-fluoro-4-methoxyphenyl)-2-[3-(4-fluorophenyl)propyl]-4-methanesulfonyloxymethyl-2H-pyridazin-3-one and 1-methylpiperazine were reacted to yield the title compound as a yellow oil (yield: 79.3%). Starting materials: COC(=O)CC1(C)CC(c2cccc(Cl)c2)C(c2ccc(Cl)cc2)NC1=O, [H-], NOc1ccc([N+](=O)[O-])cc1[N+](=O)[O-], [Na+], CN(C)C=O. Yields the product COC(=O)CC1(C)CC(c2cccc(Cl)c2)C(c2ccc(Cl)cc2)N(N)C1=O. As a reaction SMILES: [Cl:3][c:4]1[cH:5][c:6]([CH:10]2[CH2:11][C:12]([CH3:24])([CH2:25][C:26](=[O:27])[O:28][CH3:29])[C:13](=[O:23])[NH:14][CH:15]2[c:16]2[cH:17][cH:18][c:19]([Cl:22])[cH:20][cH:21]2)[cH:7][cH:8][cH:9]1.[H-:1].[N+:30]([c:31]1[cH:32][c:33]([N+:34]([O-:35])=[O:36])[cH:37][cH:38][c:39]1[O:40][NH2:41])([O-:42])=[O:43].[Na+:2].[O:44]=[CH:45][N:46]([CH3:47])[CH3:48]>>[Cl:3][c:4]1[cH:5][c:6]([CH:10]2[CH2:11][C:12]([CH3:24])([CH2:25][C:26](=[O:27])[O:28][CH3:29])[C:13](=[O:23])[N:14]([NH2:30])[CH:15]2[c:16]2[cH:17][cH:18][c:19]([Cl:22])[cH:20][cH:21]2)[cH:7][cH:8][cH:9]1. Reactants: C=CCBr, [H-], [Na+], CN(C)C=O, COC(=O)c1ccc(O)c(I)c1. The product is C=CCOc1ccc(C(=O)OC)cc1I. As a reaction SMILES: [CH2:15]([CH:16]=[CH2:17])[Br:18].[H-:14].[Na+:13].[O:19]=[CH:20][N:21]([CH3:22])[CH3:23].[OH:1][c:2]1[c:3]([I:12])[cH:4][c:5]([C:6](=[O:7])[O:8][CH3:9])[cH:10][cH:11]1>>[O:1]([c:2]1[c:3]([I:12])[cH:4][c:5]([C:6](=[O:7])[O:8][CH3:9])[cH:10][cH:11]1)[CH2:17][CH:16]=[CH2:15]. Reaction SMILES: [NH2:1][C:2]1[N:7]=[CH:6][C:5]([C:8]2[S:12][C:11]([C:13]([OH:15])=O)=[CH:10][CH:9]=2)=[CH:4][C:3]=1[C:16]1[NH:20][C:19]2[CH:21]=[C:22]([O:25][CH3:26])[CH:23]=[CH:24][C:18]=2[N:17]=1.[CH3:27][O:28][CH2:29][CH2:30][NH2:31].C1C=CC2N(O)N=NC=2C=1.C(Cl)CCl.CN1CCOCC1>CN(C=O)C.O>[CH3:27][O:28][CH2:29][CH2:30][NH:31][C:13]([C:11]1[S:12][C:8]([C:5]2[CH:6]=[N:7][C:2]([NH2:1])=[C:3]([C:16]3[NH:20][C:19]4[CH:21]=[C:22]([O:25][CH3:26])[CH:23]=[CH:24][C:18]=4[N:17]=3)[CH:4]=2)=[CH:9][CH:10]=1)=[O:15]. Starting materials: 14.2, NC1=C(C=C(C=N1)C1=CC=C(S1)C(=O)O)C1=NC2=C(N1)C=C(C=C2)OC (5-[6-amino-5-(6-methoxy-1H-benzimidazol-2-yl)pyridin-3-yl]thiophene-2-carboxylic acid), COCCN (2-methoxyethylamine), C=1C=CC2=C(C1)N=NN2O (HOBt), C(CCl)Cl (EDC), CN1CCOCC1 (N-methylmorpholine). Product: COCCNC(=O)C=1SC(=CC1)C=1C=NC(=C(C1)C1=NC2=C(N1)C=C(C=C2)OC)N (N-(2-methoxyethyl)-5-[6-amino-5-(6-methoxy-1H-benzimidazol-2-yl)pyridin-3-yl]-thiophene-2-carboxamide). Procedure: 14.2 157 mg (0.111 mmol) of 5-[6-amino-5-(6-methoxy-1H-benzimidazol-2-yl)pyridin-3-yl]thiophene-2-carboxylic acid are dissolved in 0.5 ml of DMF. 10 μl (0.114 mmol) of 2-methoxyethylamine, 14.9 mg (0.111 mmol) of HOBt, 21.2 mg (0.111 mmol) of EDC and 24.3 μl (0.221 mmol) of N-methylmorpholine are added. The reaction mixture is stirred at room temperature for 14 h, water is added, and the mixture is extracted with ethyl acetate. The organic phases are dried using sodium sulfate, filtered and evap... Conditions: time 14 hour. Solvent: CN(C)C=O (DMF), O (water). The reactants are COC(=O)CN(NC(CSC)C(=O)NC(=O)OC(C)(C)C)c1ccc2c(c1)OCO2, CCOC(C)=O, Cl. The product is COC(=O)CN(NC(CSC)C(N)=O)c1ccc2c(c1)OCO2, Cl. Reaction SMILES: [CH3:1][O:2][C:3](=[O:4])[CH2:5][N:6]([c:7]1[cH:8][c:9]2[c:10]([cH:14][cH:15]1)[O:11][CH2:12][O:13]2)[NH:16][CH:17]([CH2:18][S:19][CH3:20])[C:21](=[O:22])[NH:23][C:24]([O:25][C:26]([CH3:27])([CH3:28])[CH3:29])=[O:30].[CH3:32][CH2:33][O:34][C:35](=[O:36])[CH3:37].[ClH:31]>>[CH3:1][O:2][C:3](=[O:4])[CH2:5][N:6]([c:7]1[cH:8][c:9]2[c:10]([cH:14][cH:15]1)[O:11][CH2:12][O:13]2)[NH:16][CH:17]([CH2:18][S:19][CH3:20])[C:21](=[O:22])[NH2:23].[ClH:31]. The reactants are [H-].[Na+] (sodium hydride), NC=1C=C(C=CC1)O (3-aminophenol), C(C)OCCl (chloromethyl ethyl ether). The solvent is C(C)#N (acetonitrile), C(C)#N (acetonitrile). Reaction conditions: temperature 0 celsius, time 3 hour. Product: C(C)OCOC=1C=C(C=CC1)N (3-ethoxymethoxyphenylamine). RXN SMILES: [H-].[Na+].[NH2:3][C:4]1[CH:5]=[C:6]([OH:10])[CH:7]=[CH:8][CH:9]=1.[CH2:11]([O:13][CH2:14]Cl)[CH3:12]>C(#N)C>[CH2:11]([O:13][CH2:14][O:10][C:6]1[CH:5]=[C:4]([NH2:3])[CH:9]=[CH:8][CH:7]=1)[CH3:12] |f:0.1|. Procedure details: 12 g (274.9 mmol) of a dispersion of sodium hydride (55% in oil) was added portionwise at 0° C. to a solution of 20.0 g (183.3 mmol) of 3-aminophenol in 450 mL of dried acetonitrile. The mixture was then allowed to agitate at 0° C. for 3 hours. A solution of 25 g (210.8 mmol) of chloromethyl ethyl ether in 30 mL of acetonitrile was added dropwise, and the mixture was allowed to agitate overnight at room temperature. The reaction mixture was then filtered and the filter cake was washed with a sma... Starting materials: C(C)OC(=O)[C@H](CCC1=CC=CC=C1)N[C@H]1CSC2=C(N(C1=O)CC(=O)OC(C)(C)C)C=CC=C2 (tert-butyl 3(R)-[1(S)-ethoxycarbonyl-3-phenylpropyl]amino-4-oxo-2,3,4,5-tetrahydro-1,5-benzothiazepine-5-acetate), ClC1=CC(=CC=C1)C(=O)OO (m-chloroperbenzoic acid), [OH-].[Na+] (sodium hydroxide), ClC1=CC(=CC=C1)C(=O)OO (m-chloroperbenzoic acid). Run in C(Cl)Cl (methylene chloride). Run at time 30 minute. The product is C(C)OC(=O)[C@H](CCC1=CC=CC=C1)N[C@H]1CS(C2=C(N(C1=O)CC(=O)OC(C)(C)C)C=CC=C2)=O (tert-butyl 3(R)-[1(S)-ethoxycarbonyl-3-phenylpropyl]amino-4-oxo-2,3,4,5-tetrahydro-1,5-benzothiazepine-5-acetate 1-oxide). Reaction SMILES: [CH2:1]([O:3][C:4]([C@@H:6]([NH:15][C@@H:16]1[C:22](=[O:23])[N:21]([CH2:24][C:25]([O:27][C:28]([CH3:31])([CH3:30])[CH3:29])=[O:26])[C:20]2[CH:32]=[CH:33][CH:34]=[CH:35][C:19]=2[S:18][CH2:17]1)[CH2:7][CH2:8][C:9]1[CH:14]=[CH:13][CH:12]=[CH:11][CH:10]=1)=[O:5])[CH3:2].ClC1C=CC=C(C(OO)=[O:44])C=1.[OH-].[Na+]>C(Cl)Cl>[CH2:1]([O:3][C:4]([C@@H:6]([NH:15][C@@H:16]1[C:22](=[O:23])[N:21]([CH2:24][C:25]([O:27][C:28]([CH3:29])([CH3:30])[CH3:31])=[O:26])[C:20]2[CH:32]=[CH:33][CH:34]=[CH:35][C:19]=2[S:18](=[O:44])[CH2:17]1)[CH2:7][CH2:8][C:9]1[CH:10]=[CH:11][CH:12]=[CH:13][CH:14]=1)=[O:5])[CH3:2] |f:2.3|. Procedure: A solution of 1 g of tert-butyl 3(R)-[1(S)-ethoxycarbonyl-3-phenylpropyl]amino-4-oxo-2,3,4,5-tetrahydro-1,5-benzothiazepine-5-acetate obtained in Example 1 in 100 ml of methylene chloride is added 0.51 g of m-chloroperbenzoic acid. After stirring for 30 minutes, 0.15 g of m-chloroperbenzoic acid is added, and stirring is continued for further 30 minutes. Fifty ml of 1N aqueous sodium hydroxide is added to the mixture, and the methylene chloride layer is separated, washed with water and concentra...